This data is from the Open Reaction Database (ORD), a public repository of structured organic reaction records. The task is: describe an organic reaction: reactants, conditions, products, and yield The reactants are BrC=1C=C(C=CC1)C1S(N=C(OC1(C)C)N[C@@H](CCO[Si](C)(C)C(C)(C)C)C1=CC=CC=C1)(=O)=O ([5-(3-bromophenyl)-6,6-dimethyl-4,4-dioxo-5,6-dihydro-4H-4lambda6-1,4,3-oxathiazin-2-yl]-[(S)-3-(tert-butyldimethylsilanyloxy)-1-phenylpropyl]amine), solution, C[Al](C)C (trimethylaluminum). The reagents and catalysts are C=1C=CC(=CC1)/C=C/C(=O)/C=C/C2=CC=CC=C2.C=1C=CC(=CC1)/C=C/C(=O)/C=C/C2=CC=CC=C2.[Pd] (bis(dibenzylideneacetone)palladium), CC(C)(C)P(C1=CC=C[CH-]1)C(C)(C)C.C1=CC=C(C=C1)[C-]2C(=C(C(=C2C3=CC=CC=C3)C4=CC=CC=C4)C5=CC=CC=C5)C6=CC=CC=C6.[Fe+2] (1,2,3,4,5-pentaphenyl-1-(di-tert-butylphosphino)ferrocene). The solvent is C1(=CC=CC=C1)C (toluene). Conditions: time 5 minute. Yields the product [Si](C)(C)(C(C)(C)C)OCC[C@@H](C1=CC=CC=C1)NC=1OC(C(S(N1)(=O)=O)C=1C=C(C=CC1)C)(C)C ([(S)-3-(tert-Butyldimethylsilanyloxy)-1-phenylpropyl]-(6,6-dimethyl-4,4-dioxo-5-m-tolyl-5,6-dihydro-4H-4lambda6-1,4,3-oxathiazin-2-yl)amine). Reaction SMILES: Br[C:2]1[CH:3]=[C:4]([CH:8]2[C:13]([CH3:15])([CH3:14])[O:12][C:11]([NH:16][C@H:17]([C:28]3[CH:33]=[CH:32][CH:31]=[CH:30][CH:29]=3)[CH2:18][CH2:19][O:20][Si:21]([C:24]([CH3:27])([CH3:26])[CH3:25])([CH3:23])[CH3:22])=[N:10][S:9]2(=[O:35])=[O:34])[CH:5]=[CH:6][CH:7]=1.[CH3:36][Al](C)C>C1(C)C=CC=CC=1.C1C=CC(/C=C/C(/C=C/C2C=CC=CC=2)=O)=CC=1.C1C=CC(/C=C/C(/C=C/C2C=CC=CC=2)=O)=CC=1.[Pd].CC(P(C(C)(C)C)C1[CH-]C=CC=1)(C)C.C1C=CC([C-]2C(C3C=CC=CC=3)=C(C3C=CC=CC=3)C(C3C=CC=CC=3)=C2C2C=CC=CC=2)=CC=1.[Fe+2]>[Si:21]([O:20][CH2:19][CH2:18][C@H:17]([NH:16][C:11]1[O:12][C:13]([CH3:15])([CH3:14])[CH:8]([C:4]2[CH:3]=[C:2]([CH3:36])[CH:7]=[CH:6][CH:5]=2)[S:9](=[O:35])(=[O:34])[N:10]=1)[C:28]1[CH:33]=[CH:32][CH:31]=[CH:30][CH:29]=1)([C:24]([CH3:27])([CH3:26])[CH3:25])([CH3:23])[CH3:22] |f:3.4.5,6.7.8|. Procedure details: Under inert gas, 100 mg of [5-(3-bromophenyl)-6,6-dimethyl-4,4-dioxo-5,6-dihydro-4H-4lambda6-1,4,3-oxathiazin-2-yl]-[(S)-3-(tert-butyldimethylsilanyloxy)-1-phenylpropyl]amine, 8 mg of bis(dibenzylideneacetone)palladium and 19.6 mg of 1,2,3,4,5-pentaphenyl-1-(di-tert-butylphosphino)ferrocene were initially charged, dissolved in 3 ml of toluene and stirred at room temperature for 5 minutes. After the addition of 0.17 ml of a 2 N solution of trimethylaluminum, the reaction mixture was stirred at 70... Reactants: C1CCOC1, Nc1ccc(Oc2nccnc2C2=CCCOC2)cc1, [Pd]. Product: Nc1ccc(Oc2nccnc2C2CCCOC2)cc1. Reaction SMILES: [CH2:21]1[O:22][CH2:23][CH2:24][CH2:25]1.[O:1]1[CH2:2][C:3]([c:7]2[c:8]([O:13][c:14]3[cH:15][cH:16][c:17]([NH2:18])[cH:19][cH:20]3)[n:9][cH:10][cH:11][n:12]2)=[CH:4][CH2:5][CH2:6]1.[Pd:26]>>[O:1]1[CH2:2][CH:3]([c:7]2[c:8]([O:13][c:14]3[cH:15][cH:16][c:17]([NH2:18])[cH:19][cH:20]3)[n:9][cH:10][cH:11][n:12]2)[CH2:4][CH2:5][CH2:6]1.